This data is from the Open Reaction Database (ORD), a public repository of structured organic reaction records. The task is: describe an organic reaction: reactants, conditions, products, and yield Reactants: ClC1=C(N)C=CC=C1 (2-chloroaniline), solution, B(Cl)(Cl)Cl (BCl3), [OH-].[Na+] (NaOH), ClCC#N (chloroacetonitrile), [Cl-].[Cl-].[Cl-].[Al+3] (aluminum trichloride), Cl (HCl). The solvent is C1(=CC=CC=C1)C (toluene), ClCCl (dichloromethane). Conditions: temperature 0 celsius, time 10 minute. Yields the product NC1=C(C=CC=C1Cl)C(CCl)=O (1-(2-amino-3-chlorophenyl)-2-chloroethanone). As a reaction SMILES: [Cl:1][C:2]1[CH:8]=[CH:7][CH:6]=[CH:5][C:3]=1[NH2:4].B(Cl)(Cl)Cl.[Cl:13][CH2:14][C:15]#N.[Cl-].[Cl-].[Cl-].[Al+3].Cl.[OH-:22].[Na+]>C1(C)C=CC=CC=1.ClCCl>[NH2:4][C:3]1[C:2]([Cl:1])=[CH:8][CH:7]=[CH:6][C:5]=1[C:15](=[O:22])[CH2:14][Cl:13] |f:3.4.5.6,8.9|. Reported procedure: By the method of J. Med. Chem. 1990, 33, 2777), add dropwise 2-chloroaniline (5.8 g, 45.45 mmol) in anhydrous toluene (80 mL) to a cold 1M solution of BCl3 (50 mL) in dichloromethane. After addition, allow the reaction to stir at 0° C. for 10 minutes. After 10 minutes at 0° C., add chloroacetonitrile (13.72 g, 11.53 mL, 181.8 mmol, 4 eq) and aluminum trichloride (6.67 g, 50 mmol, 1.1 eq) in 5 equal portions over 45 minutes and then heat to reflux (˜65° C.). After 6 hours, cool to room temperatur... The reactants are CCCS(=O)c1ccc(N)c([N+](=O)[O-])c1, CCO, N, O. The product is CCCS(=O)c1ccc(N)c(N)c1. RXN SMILES: [CH2:1]([CH2:2][CH3:3])[S:4](=[O:5])[c:6]1[cH:7][c:8]([N+:13]([O-:14])=[O:15])[c:9]([NH2:10])[cH:11][cH:12]1.[CH3:16][CH2:17][OH:18].[NH3:20].[OH2:19]>>[CH2:1]([CH2:2][CH3:3])[S:4](=[O:5])[c:6]1[cH:7][c:8]([NH2:13])[c:9]([NH2:10])[cH:11][cH:12]1. Reactants: O1CC(CC1)C(=O)O (tetrahydrofuran-3-carboxylic acid), CC=1C=CC(=CC1)S(=O)(=O)O (TsOH). The solvent is CO (methanol). Reaction conditions: time 16 hour. The product is O1CC(CC1)C(=O)OC (Methyl tetrahydrofuran-3-carboxylate). Yield: 5122.6%. Reaction SMILES: [O:1]1[CH2:5][CH2:4][CH:3]([C:6]([OH:8])=[O:7])[CH2:2]1.[CH3:9]C1C=CC(S(O)(=O)=O)=CC=1>CO>[O:1]1[CH2:5][CH2:4][CH:3]([C:6]([O:8][CH3:9])=[O:7])[CH2:2]1. Reported procedure: A solution of tetrahydrofuran-3-carboxylic acid (540 mg, 4.65 mmol, 1.00 equiv) and TsOH (10 mg, 0.06 mmol, 0.01 equiv) in methanol (40 mL) was stiffed at 66° C. in an oil bath. After 16 h, the resulting mixture was cooled to room temperature and concentrated under reduced pressure. The residue was dissolved in 10 mL of ether, washed with 1×20 mL of NaHCO3 (aq., sat.) followed by 3×20 mL of brine, and concentrated under reduced pressure to yield 0.40 g (66%) of the title compound as a colorless ... Reagents/catalysts: O=C([O-])[O-].[Cs+].[Cs+] (cesium carbonate), [I-].[K+] (potassium iodide). The product is CC(OC(=O)c1ccc(C2CCCN2)cc1)c1cccnc1. The solvent is CN(C)C=O (DMF), CN(C)C=O (dmf), CN(C)C=O (DMF). Conditions: temperature 70 celsius, time 16 hour. Reactants: CC(Cl)c1cccnc1, O=C(O)c1ccc(C2CCCN2)cc1. Starting materials: FC1=CC2=C(N(C=N2)CC2=CC3=C(N=C(S3)S(=O)C)C=C2)C=C1 (6-((5-fluoro-1H-benzo[d]imidazol-1-yl)methyl)-2-(methylsulfinyl)benzo[d]thiazole), N[C@H]1[C@@H](CCCC1)O ((1R,2R)-2-aminocyclohexanol), CCN(C(C)C)C(C)C (DIEA), CN1CCCC1=O (NMP). Solvent: CCOC(=O)C (EtOAc). Run at temperature 130 celsius. The product is FC1=CC2=C(N(C=N2)CC2=CC3=C(N=C(S3)N[C@H]3[C@@H](CCCC3)O)C=C2)C=C1 ((1R,2R)-2-((6-((5-fluoro-1H-benzo[d]imidazol-1-yl)methyl)benzo[d]thiazol-2-yl)amino)cyclohexanol). The yield is 33.2%. Reaction SMILES: [F:1][C:2]1[CH:23]=[CH:22][C:5]2[N:6]([CH2:9][C:10]3[CH:21]=[CH:20][C:13]4[N:14]=[C:15](S(C)=O)[S:16][C:12]=4[CH:11]=3)[CH:7]=[N:8][C:4]=2[CH:3]=1.[NH2:24][C@@H:25]1[CH2:30][CH2:29][CH2:28][CH2:27][C@H:26]1[OH:31].CCN(C(C)C)C(C)C.CN1C(=O)CCC1>CCOC(C)=O>[F:1][C:2]1[CH:23]=[CH:22][C:5]2[N:6]([CH2:9][C:10]3[CH:21]=[CH:20][C:13]4[N:14]=[C:15]([NH:24][C@@H:25]5[CH2:30][CH2:29][CH2:28][CH2:27][C@H:26]5[OH:31])[S:16][C:12]=4[CH:11]=3)[CH:7]=[N:8][C:4]=2[CH:3]=1. Reported procedure: A stirred mixture of 6-((5-fluoro-1H-benzo[d]imidazol-1-yl)methyl)-2-(methylsulfinyl)benzo[d]thiazole (0.20 g, 0.57 mmol) from the previous step, (1R,2R)-2-aminocyclohexanol (0.20 g, 1.7 mmol), DIEA (0.73 g, 5.7 mmol) and NMP (2 mL), was heated at 130° C. for 12 h. The reaction mixture was cooled to rt, diluted with EtOAc (30 mL), and washed with water (10 mL×2). The organic layer was separated, dried over Na2SO4, filtered, and concentrated under reduced pressure. The residue was purified by sil... Starting materials: BrB(Br)Br, COc1ccc(-c2nc(N3CCNCC3)sc2Cc2ccccc2)cc1, ClCCl. The product is Oc1ccc(-c2nc(N3CCNCC3)sc2Cc2ccccc2)cc1. RXN SMILES: [B:27]([Br:28])([Br:29])[Br:30].[CH2:1]([c:2]1[cH:3][cH:4][cH:5][cH:6][cH:7]1)[c:8]1[c:9](-[c:19]2[cH:20][cH:21][c:22]([O:25][CH3:26])[cH:23][cH:24]2)[n:10][c:11]([N:13]2[CH2:14][CH2:15][NH:16][CH2:17][CH2:18]2)[s:12]1.[Cl:31][CH2:32][Cl:33]>>[CH2:1]([c:2]1[cH:3][cH:4][cH:5][cH:6][cH:7]1)[c:8]1[c:9](-[c:19]2[cH:20][cH:21][c:22]([OH:25])[cH:23][cH:24]2)[n:10][c:11]([N:13]2[CH2:14][CH2:15][NH:16][CH2:17][CH2:18]2)[s:12]1. Reactants: FC1=C(C=C(C=C1)OC)C1=C(C=C(C=C1)CO)C1(CCCC1)OC ([2′-Fluoro-5′-methoxy-2-(1-methoxy-cyclopentyl)-biphenyl-4-yl]-methanol), ClCC1=CC(=C(C=C1)C1=CC(=NC=C1F)OC)C1=CCCC1(C)C (4-(4-(Chloromethyl)-2-(5,5-dimethylcyclopent-1-enyl)phenyl)-5-fluoro-2-methoxypyridine), CC1(CCC=C1C=1C=C(C=CC1C1=CC(=NC=C1F)OC)CO)C ((3-(5,5-Dimethylcyclopent-1-enyl)-4-(5-fluoro-2-methoxypyridin-4-yl)phenyl)methanol). Product: ClCC1=CC(=C(C=C1)C1=C(C=CC(=C1)OC)F)C1=CCCC1 (4-Chloromethyl-2-cyclopent-1-enyl-2′-fluoro-5′-methoxy-biphenyl). Reaction SMILES: [F:1][C:2]1[CH:7]=[CH:6][C:5]([O:8][CH3:9])=[CH:4][C:3]=1[C:10]1[CH:15]=[CH:14][C:13]([CH2:16]O)=[CH:12][C:11]=1[C:18]1(OC)[CH2:22][CH2:21][CH2:20][CH2:19]1.[Cl:25]CC1C=CC(C2C(F)=CN=C(OC)C=2)=C(C2C(C)(C)CCC=2)C=1.CC1(C)C(C2C=C(CO)C=CC=2C2C(F)=CN=C(OC)C=2)=CCC1>>[Cl:25][CH2:16][C:13]1[CH:14]=[CH:15][C:10]([C:3]2[CH:4]=[C:5]([O:8][CH3:9])[CH:6]=[CH:7][C:2]=2[F:1])=[C:11]([C:18]2[CH2:22][CH2:21][CH2:20][CH:19]=2)[CH:12]=1. Reported procedure: Compound 66.68G was synthesized from 66.68F using a method analogous to the method used to prepare compound 66.12D from 66.12C. MS ESI m/e: 317.1 (M+1)+.